The task is: describe an organic reaction: reactants, conditions, products, and yield. This data is from the Open Reaction Database (ORD), a public repository of structured organic reaction records. The reactants are C, O=C1NC2(CCN(Cc3ccccc3)CC2)Oc2ccccc21, CCO, [Pd]. Product: O=C1NC2(CCNCC2)Oc2ccccc21. Reaction SMILES: [C:27].[CH2:1]([c:2]1[cH:3][cH:4][cH:5][cH:6][cH:7]1)[N:8]1[CH2:9][CH2:10][C:11]2([O:12][c:13]3[c:14]([cH:18][cH:19][cH:20][cH:21]3)[C:15](=[O:17])[NH:16]2)[CH2:22][CH2:23]1.[CH3:24][CH2:25][OH:26].[Pd:28]>>[NH:8]1[CH2:9][CH2:10][C:11]2([O:12][c:13]3[c:14]([cH:18][cH:19][cH:20][cH:21]3)[C:15](=[O:17])[NH:16]2)[CH2:22][CH2:23]1. The reactants are CCOC(C)=O, CC(C)(C)OC(=O)N1CCC(=Cc2cc(-c3ccccc3Cl)c3c(c2)N(c2c(Cl)cccc2Cl)C(=O)NC3)CC1, O, O=[Pt]=O. Yields the product CC(C)(C)OC(=O)N1CCC(Cc2cc(-c3ccccc3Cl)c3c(c2)N(c2c(Cl)cccc2Cl)C(=O)NC3)CC1. As a reaction SMILES: [CH3:41][CH2:42][O:43][C:44](=[O:45])[CH3:46].[Cl:1][c:2]1[c:3](-[c:8]2[c:9]3[c:14]([cH:15][c:16]([CH:18]=[C:19]4[CH2:20][CH2:21][N:22]([C:25](=[O:26])[O:27][C:28]([CH3:29])([CH3:30])[CH3:31])[CH2:23][CH2:24]4)[cH:17]2)[N:13]([c:32]2[c:33]([Cl:39])[cH:34][cH:35][cH:36][c:37]2[Cl:38])[C:12](=[O:40])[NH:11][CH2:10]3)[cH:4][cH:5][cH:6][cH:7]1.[OH2:47].[Pt:48](=[O:49])=[O:50]>>[Cl:1][c:2]1[c:3](-[c:8]2[c:9]3[c:14]([cH:15][c:16]([CH2:18][CH:19]4[CH2:20][CH2:21][N:22]([C:25](=[O:26])[O:27][C:28]([CH3:29])([CH3:30])[CH3:31])[CH2:23][CH2:24]4)[cH:17]2)[N:13]([c:32]2[c:33]([Cl:39])[cH:34][cH:35][cH:36][c:37]2[Cl:38])[C:12](=[O:40])[NH:11][CH2:10]3)[cH:4][cH:5][cH:6][cH:7]1. The reactants are COC(C(C1=NC=CC=C1)C1=CC(=C(C=C1)F)F)=O ((RS)-2-(3,4-difluoro-phenyl)-2-pyridin-2-yl-acetic acid methyl ester), C(CCCCC)N (hexylamine). Product: FC=1C=C(C=CC1F)C(C(=O)NCCCCCC)C1=NC=CC=C1 ((RS)-2-(3,4-Difluoro-phenyl)-N-hexyl-2-pyridin-2-yl-acetamide). Reaction SMILES: CO[C:3](=[O:19])[CH:4]([C:11]1[CH:16]=[CH:15][C:14]([F:17])=[C:13]([F:18])[CH:12]=1)[C:5]1[CH:10]=[CH:9][CH:8]=[CH:7][N:6]=1.[CH2:20]([NH2:26])[CH2:21][CH2:22][CH2:23][CH2:24][CH3:25]>>[F:18][C:13]1[CH:12]=[C:11]([CH:4]([C:5]2[CH:10]=[CH:9][CH:8]=[CH:7][N:6]=2)[C:3]([NH:26][CH2:20][CH2:21][CH2:22][CH2:23][CH2:24][CH3:25])=[O:19])[CH:16]=[CH:15][C:14]=1[F:17]. Reported procedure: The title compound, amorphous, MS: m/e=333.3 (M+H+) was prepared in accordance with the general method of example 22(a) from (RS)-2-(3,4-difluoro-phenyl)-2-pyridin-2-yl-acetic acid methyl ester and hexylamine. The reactants are O.[OH-].[Li+] (lithium hydroxide monohydrate), C1(=CC=CC=C1)C (toluene), S(O)(O)(=O)=O (sulfuric acid), C1(=CC=CC=C1)C (toluene), [OH-].[Na+] (sodium hydroxide), C(C)C1=C(C(=CC(=C1)C)CC)C(C(=O)N(N=C(CS(=O)(=O)C)C)C)=O (1-[2-(2,6-diethyl-4-methylphenyl)-2-oxoacetyl]-1-methyl-2-(1-methylsulfonyl-2-propylidene)hydrazine). Run in O (water), CO (methanol). Conditions: temperature 0 celsius, time 16 hour. The product is C(C)C1=C(C(=CC(=C1)C)CC)C=1C(N(N=C(C1OC)C)C)=O (4-(2,6-diethyl-4-methylphenyl)-5-methoxy-2,6-dimethyl-2,3-dihydro-3-pyridazinone). As a reaction SMILES: [CH2:1]([C:3]1[CH:8]=[C:7]([CH3:9])[CH:6]=[C:5]([CH2:10][CH3:11])[C:4]=1[C:12](=O)[C:13]([N:15]([CH3:24])[N:16]=[C:17]([CH3:23])[CH2:18]S(C)(=O)=O)=O)[CH3:2].[OH2:26].[OH-:27].[Li+].[OH-].[Na+].S(=O)(=O)(O)O.[C:36]1(C)C=CC=CC=1>O.CO>[CH2:1]([C:3]1[CH:8]=[C:7]([CH3:9])[CH:6]=[C:5]([CH2:10][CH3:11])[C:4]=1[C:12]1[C:13](=[O:27])[N:15]([CH3:24])[N:16]=[C:17]([CH3:23])[C:18]=1[O:26][CH3:36])[CH3:2] |f:1.2.3,4.5|. Reported procedure: To a 25 mL volume three-necked flask, 1-[2-(2,6-diethyl-4-methylphenyl)-2-oxoacetyl]-1-methyl-2-(1-methylsulfonyl-2-propylidene)hydrazine ((4-34)-(1)-39) (1.00 g) and methanol (3.8 ml) were added under a nitrogen atmosphere, and cooled to 0° C. To the mixture was added toluene (1.15 g) and lithium hydroxide monohydrate (56 mg). After the mixture was stirred at 0° C. for 4 hours and at 5 for 16 hours, 48 w/w % of aqueous sodium hydroxide solution (445 mg) was added at 5° C., and stirred at room t... Reactants: P(=O)([O-])([O-])[O-].[K+].[K+].[K+] (Tripotassium phosphate), aqueous solution, ClC=1C=C2C(=NC1I)N=C(N2COCC[Si](C)(C)C)O[C@@H]2CO[C@H]1[C@@H]2OC[C@H]1O ((3R,3aR,6R,6aR)-6-[6-chloro-5-iodo-1-(2-trimethylsilylethoxymethyl)imidazo[4,5-b]pyridin-2-yl]oxy-2,3,3a,5,6,6a-hexahydrofuro[3,2-b]furan-3-ol), CC1(OB(OC1(C)C)C1=CC=C(C=C1)C1CN(CC1)CC(F)(F)F)C (3-[4-(4,4,5,5-tetramethyl-1,3,2-dioxaborolan-2-yl)phenyl]-1-(2,2,2-trifluoroethyl)pyrrolidine). Solvent: O1CCOCC1 (dioxane), C(Cl)Cl (DCM). Run at temperature 80 celsius, time 18 hour. Product: ClC=1C=C2C(=NC1C1=CC=C(C=C1)C1CN(CC1)CC(F)(F)F)N=C(N2COCC[Si](C)(C)C)O[C@@H]2CO[C@H]1[C@@H]2OC[C@H]1O ((3R,3aR,6R,6aR)-6-[6-chloro-5-[4-[1-(2,2,2-trifluoroethyl)pyrrolidin-3-yl]phenyl]-1-(2-trimethylsilylethoxymethyl)imidazo[4,5-b]pyridin-2-yl]oxy-2,3,3a,5,6,6a-hexahydrofuro[3,2-b]furan-3-ol). As a reaction SMILES: P([O-])([O-])([O-])=O.[K+].[K+].[K+].[Cl:9][C:10]1[CH:11]=[C:12]2[N:19]([CH2:20][O:21][CH2:22][CH2:23][Si:24]([CH3:27])([CH3:26])[CH3:25])[C:18]([O:28][C@H:29]3[C@H:33]4[O:34][CH2:35][C@@H:36]([OH:37])[C@H:32]4[O:31][CH2:30]3)=[N:17][C:13]2=[N:14][C:15]=1I.CC1(C)C(C)(C)OB([C:46]2[CH:51]=[CH:50][C:49]([CH:52]3[CH2:56][CH2:55][N:54]([CH2:57][C:58]([F:61])([F:60])[F:59])[CH2:53]3)=[CH:48][CH:47]=2)O1>O1CCOCC1.C(Cl)Cl>[Cl:9][C:10]1[CH:11]=[C:12]2[N:19]([CH2:20][O:21][CH2:22][CH2:23][Si:24]([CH3:27])([CH3:26])[CH3:25])[C:18]([O:28][C@H:29]3[C@H:33]4[O:34][CH2:35][C@@H:36]([OH:37])[C@H:32]4[O:31][CH2:30]3)=[N:17][C:13]2=[N:14][C:15]=1[C:46]1[CH:47]=[CH:48][C:49]([CH:52]2[CH2:56][CH2:55][N:54]([CH2:57][C:58]([F:60])([F:59])[F:61])[CH2:53]2)=[CH:50][CH:51]=1 |f:0.1.2.3|. Procedure: Tripotassium phosphate 2.0 M aqueous solution (0.6 ml, 1.200 mmol) and 1,1′-bis(diphenylphosphino)ferrocene-palladium(II)dichloride dichloromethane complex (25.2 mg, 0.031 mmol) were added to a stirred solution of (3R,3aR,6R,6aR)-6-[6-chloro-5-iodo-1-(2-trimethylsilylethoxymethyl)imidazo[4,5-b]pyridin-2-yl]oxy-2,3,3a,5,6,6a-hexahydrofuro[3,2-b]furan-3-ol (147.1 mg, 0.266 mmol) and 3-[4-(4,4,5,5-tetramethyl-1,3,2-dioxaborolan-2-yl)phenyl]-1-(2,2,2-trifluoroethyl)pyrrolidine (94.6 mg, 0.266 mmol) ...